From a dataset of the Open Reaction Database (ORD), a public repository of structured organic reaction records. describe an organic reaction: reactants, conditions, products, and yield Starting materials: FC=1C=C2C(CC(OC2=CC1)(C)C)=O (6-fluoro-2,2-dimethyl-4-chromanone), Cl.NO (hydroxylamine hydrochloride). The solvent is CO (methanol), N1=CC=CC=C1 (pyridine). Product: FC=1C=C2C(CC(OC2=CC1)(C)C)=NO (6-fluoro-2,2-dimethyl-4-chromanone oxime). As a reaction SMILES: [F:1][C:2]1[CH:3]=[C:4]2[C:9](=[CH:10][CH:11]=1)[O:8][C:7]([CH3:13])([CH3:12])[CH2:6][C:5]2=O.Cl.[NH2:16][OH:17]>CO.N1C=CC=CC=1>[F:1][C:2]1[CH:3]=[C:4]2[C:9](=[CH:10][CH:11]=1)[O:8][C:7]([CH3:13])([CH3:12])[CH2:6][C:5]2=[N:16][OH:17] |f:1.2|. Procedure: By heating 10 mmol of 6-fluoro-2,2-dimethyl-4-chromanone with 12 mmol of hydroxylamine hydrochloride in 5 ml of methanol and 5 ml of pyridine for 2 hours to 80° C., after distilling off the solvent and precipitating with water, 6-fluoro-2,2-dimethyl-4-chromanone oxime is obtained; m.p. 108-110° C. Starting materials: C1OC23[C@]4(C)[C@@H](CC2(OCCO3)OC1)[C@@H]1C(CC3CCCC[C@]3(C)[C@H]1CC4)=O (17,17-bis(ethylendioxy)androstan-7-one), C1OC23[C@]4(C)[C@@H](CC2(OCCO3)OC1)[C@@H]1C\C(\C3CCCC[C@]3(C)[C@H]1CC4)=N/O (17,17-bis(ethylendioxy)-6-(E)-hydroxyiminoandrostane). Yields the product C1OC23[C@]4(C)[C@@H](CC2(OCCO3)OC1)[C@@H]1/C(/CC3CCCC[C@]3(C)[C@H]1CC4)=N/O (17,17-Bis(ethylendioxy)-7-(E)-hydroxyiminoandrostane). The yield is 95.0%. RXN SMILES: [CH2:1]1[CH2:14][O:13][C:8]23[O:9][CH2:10][CH2:11][O:12][C:3]2([C@:4]2([CH2:27][CH2:26][C@H:25]4[C@@H:15]([C:16](=O)[CH2:17][CH:18]5[C@:23]4([CH3:24])[CH2:22][CH2:21][CH2:20][CH2:19]5)[C@@H:6]2[CH2:7]3)[CH3:5])[O:2]1.C1COC23OCCOC2([C@]2(CC[C@H]4[C@@H](C/C(=[N:56]\[OH:57])/C5[C@]4(C)CCCC5)[C@@H]2C3)C)O1>>[CH2:1]1[CH2:14][O:13][C:8]23[O:9][CH2:10][CH2:11][O:12][C:3]2([C@:4]2([CH2:27][CH2:26][C@H:25]4[C@@H:15](/[C:16](=[N:56]/[OH:57])/[CH2:17][CH:18]5[C@:23]4([CH3:24])[CH2:22][CH2:21][CH2:20][CH2:19]5)[C@@H:6]2[CH2:7]3)[CH3:5])[O:2]1. Procedure: 17,17-Bis(ethylendioxy)-7-(E)-hydroxyiminoandrostane was prepared in 95% yield from 3,3:17,17-bis(ethylendioxy)androstan-7-one by the procedure described above for the preparation of 3,3:17,17-bis(ethylendioxy)-6-(E)-hydroxyiminoandrostane (Prepn. 18). The crude product was purified by flash chromatography (SiO2, CH2Cl2/MeOH 9/1). 1H-NMR (300 MHz, DMSO-d6, ppm from TMS: δ 10.17 (1H, s), 3.88-3.70 (8H, m), 2.89 (1H, m), 2.23-0.71 (19H, m), 0.90 (3H, s), 0.77 (3H, s). The reactants are S(=O)(Cl)Cl (thionyl chloride), N1CCCCC1 (piperidine), N1=CC=CC=C1 (pyridine), C1(=CC=CC=C1)C1=CC=CC=C1 (biphenyl), C(=O)=O (carbon dioxide), C(N)([O-])=O (carbamate). Solvent: C1(=CC=CC=C1)C (toluene), C1(=CC=CC=C1)C (toluene). Run at temperature -10 celsius, time 15 minute. Yields the product C(N)(=O)Cl.N1CCCCC1 (Piperidine Carbamoyl Chloride). Reaction SMILES: [NH:1]1[CH2:6][CH2:5][CH2:4][CH2:3][CH2:2]1.N1C=CC=CC=1.C1(C2C=CC=CC=2)C=CC=CC=1.C(=O)=O.[C:28](=[O:31])([O-])[NH2:29].S(Cl)([Cl:34])=O>C1(C)C=CC=CC=1>[C:28]([Cl:34])(=[O:31])[NH2:29].[NH:1]1[CH2:6][CH2:5][CH2:4][CH2:3][CH2:2]1 |f:7.8|. Reported procedure: In a 100 mL round bottom flask was added 0.02 mol piperidine, 0.02 mol pyridine, 0.02 mol CyTMG, 1 mmol biphenyl as G.C. internal standard and 20 mL toluene. This solution was cooled to -10° C. using an ice salt bath and carbon dioxide was added subsurface to the cooled solution for 30 min. After this period of time the preformed carbamate solution was added all at once by cannula to a cooled (-10° C.) toluene (20 mL) solution of thionyl chloride (0.02 mol). The reaction mixture was stirred at -... Reactants: CCCCCCc1cccc(-c2nc(I)c(I)[nH]2)c1, [H-], CI, [Na+], CN(C)C=O. The product is CCCCCCc1cccc(-c2nc(I)c(I)n2C)c1. RXN SMILES: [CH2:1]([CH2:2][CH2:3][CH2:4][CH2:5][CH3:6])[c:7]1[cH:8][c:9](-[c:13]2[nH:14][c:15]([I:19])[c:16]([I:18])[n:17]2)[cH:10][cH:11][cH:12]1.[H-:20].[I:22][CH3:23].[Na+:21].[O:24]=[CH:25][N:26]([CH3:27])[CH3:28]>>[CH2:1]([CH2:2][CH2:3][CH2:4][CH2:5][CH3:6])[c:7]1[cH:8][c:9](-[c:13]2[n:14]([CH3:23])[c:15]([I:19])[c:16]([I:18])[n:17]2)[cH:10][cH:11][cH:12]1. Starting materials: ClCC(=O)Cl (chloroacetyl chloride), COC(CNCC1OCCO1)OCC (N-(2-Methoxy-2-ethoxyethyl)-N-(1,3-dioxolan-2-ylmethyl)amine), C1=CC=CC=C1 (benzene), C([O-])([O-])=O.[Na+].[Na+] (sodium carbonate). Solvent: O (water). Product: COC(CN(C(CCl)=O)CC1OCCO1)OCC (N-(2-methoxy-2-ethoxyethyl)-N-(1,3-dioxolan-2-ylmethyl)-α-chloroacetamide). Reaction SMILES: [CH3:1][O:2][CH:3]([O:12][CH2:13][CH3:14])[CH2:4][NH:5][CH2:6][CH:7]1[O:11][CH2:10][CH2:9][O:8]1.C1C=CC=CC=1.C(=O)([O-])[O-].[Na+].[Na+].[Cl:27][CH2:28][C:29](Cl)=[O:30]>O>[CH3:1][O:2][CH:3]([O:12][CH2:13][CH3:14])[CH2:4][N:5]([CH2:6][CH:7]1[O:8][CH2:9][CH2:10][O:11]1)[C:29](=[O:30])[CH2:28][Cl:27] |f:2.3.4|. Procedure: N-(2-Methoxy-2-ethoxyethyl)-N-(1,3-dioxolan-2-ylmethyl)amine (0.05 mole), benzene (100 ml), water (100 ml) and sodium carbonate (2 grams) are charged into a glass reaction vessel equipped with a mechanical stirrer and thermometer. The reaction mixture is cooled to a temperature of from 5° to 10° C and chloroacetyl chloride (0.05 mole) is added dropwise with stirring. After the addition is completed stirring is continued until the reaction mixture has reached room temperature. After this time the... Starting materials: COC(C(C)OS(=O)(=O)C1=CC=C(C=C1)C)=O ((±)-2-(Toluene-4-sulfonyloxy)-propionic acid methyl ester), C(=O)([O-])[O-].[K+].[K+] (K2CO3), BrC1=C(C=C(C=C1)O)OC (4-Bromo-3-methoxyphenol). The solvent is CC#N (MeCN). Run at temperature 65 celsius, time 4 day. Product: COC(C(C)OC1=CC(=C(C=C1)Br)OC)=O ((±)-2-(4-Bromo-3-methoxy-phenoxy)-propionic acid methyl ester). RXN SMILES: [Br:1][C:2]1[CH:7]=[CH:6][C:5]([OH:8])=[CH:4][C:3]=1[O:9][CH3:10].[CH3:11][O:12][C:13](=[O:27])[CH:14](OS(C1C=CC(C)=CC=1)(=O)=O)[CH3:15].C([O-])([O-])=O.[K+].[K+]>CC#N>[CH3:11][O:12][C:13](=[O:27])[CH:14]([O:8][C:5]1[CH:6]=[CH:7][C:2]([Br:1])=[C:3]([O:9][CH3:10])[CH:4]=1)[CH3:15] |f:2.3.4|. Procedure: 4-Bromo-3-methoxyphenol (209 mg, 1 mmol, 1 eq.) was dissolved in MeCN (4 mL). (±)-2-(Toluene-4-sulfonyloxy)-propionic acid methyl ester (258 mg, 1 mmol, 1 eq.) and K2CO3 (276 mg, 2 mmol, 2 eq.) were added and the mixture was stirred at 65° C. for 6 hours and further at r.t. for 4 days. The mixture was partitioned between water and Et2O. The layers were separated and the aq. phase was extracted with Et2O (2×). The comb. org. phases were dried over MgSO4, filtered, and concentrated in vacuo. The c... Starting materials: Cl (hydrochloric acid), ClC=1C=C(C(=O)O)C=CN1 (2-chloroisonicotinic acid), O (water), solution, CSC.B (dimethyl sulphide borane). Run in C(C)(=O)OCC (ethyl acetate), O1CCCC1 (tetrahydrofuran). Run at time 17 hour. The product is ClC1=NC=CC(=C1)CO (2-chloro-4-hydroxymethylpyridine). Isolated yield 95.6%. RXN SMILES: [Cl:1][C:2]1[CH:3]=[C:4]([CH:8]=[CH:9][N:10]=1)[C:5](O)=[O:6].CSC.B.O.Cl>O1CCCC1.C(OCC)(=O)C>[Cl:1][C:2]1[CH:3]=[C:4]([CH2:5][OH:6])[CH:8]=[CH:9][N:10]=1 |f:1.2|. Procedure: 78.78 g of 2-chloroisonicotinic acid are added, under argon, portionwise, to 300 mL of a 2M solution of dimethyl sulphide-borane in tetrahydrofuran. The reaction mixture is stirred for 17 hours at room temperature and then treated successively with 20 mL of water dropwise and 20 mL of 5N hydrochloric acid. 300 mL of ethyl acetate are then added, the phases are separated and the organic phase is washed with three times 100 mL of saturated sodium chloride solution, dried over magnesium sulphate an...